This data is from the Open Reaction Database (ORD), a public repository of structured organic reaction records. The task is: describe an organic reaction: reactants, conditions, products, and yield Reactants: P(O)(=O)(OP(=O)(O)O)OC[C@@H]1[C@H]([C@H]([C@@H](O1)N1C=NC=2C(N)=NC=NC12)O)O (adenosine 5'-diphosphate), P(=O)(O)(O)OC[C@@H]1[C@H]([C@H]([C@@H](O1)N1C=NC=2C(N)=NC=NC12)O)O (adenosine 5'-monophosphate), N1=CN=C2N=CNC2=C1 (Purine), P(O)(=O)(OP(=O)(O)OP(=O)(O)O)OC[C@@H]1[C@H]([C@H]([C@@H](O1)N1C=NC=2C(N)=NC=NC12)O)O (ATP), [C@@H]1([C@H](O)[C@H](O)[C@@H](CO)O1)N1C=NC=2C(N)=NC=NC12 (adenosine). The product is C1=NC2=C(C(=N1)N)N=CN2[C@H]3[C@@H]([C@@H]([C@H](O3)COP(=O)(CP(=O)(O)OP(=O)(O)O)O)O)O (α,β-Methylene ATP), C1=NC2=C(C(=N1)N)N=CN2[C@H]3[C@@H]([C@@H]([C@H](O3)COP(=O)(O)OP(=O)(CP(=O)(O)O)O)O)O (β,γ-methylene ATP). RXN SMILES: N1C=C2C(N=CN2)=NC=1.[P:10]([O:22][CH2:23][C@H:24]1[O:28][C@@H:27]([N:29]2[C:38]3[N:37]=[CH:36][N:35]=[C:33]([NH2:34])[C:32]=3[N:31]=[CH:30]2)[C@H:26]([OH:39])[C@@H:25]1[OH:40])(OP(OP(O)(O)=O)(O)=O)(=[O:12])[OH:11].[P:41]([O:49][CH2:50][C@H:51]1[O:55][C@@H:54]([N:56]2[C:65]3[N:64]=[CH:63][N:62]=[C:60]([NH2:61])[C:59]=3[N:58]=[CH:57]2)[C@H:53]([OH:66])[C@@H:52]1[OH:67])([O:44][P:45]([OH:48])([OH:47])=[O:46])(=[O:43])[OH:42].[P:68]([O:72][CH2:73][C@H]1O[C@@H](N2C3N=CN=C(N)C=3N=C2)[C@H](O)[C@@H]1O)(O)([OH:70])=[O:69].[C@@H:91]1(N2C3N=CN=C(N)C=3N=C2)O[C@H](CO)[C@@H](O)[C@H]1O>>[CH:36]1[N:35]=[C:33]([NH2:34])[C:32]2[N:31]=[CH:30][N:29]([C@@H:27]3[O:28][C@H:24]([CH2:23][O:22][P:10]([OH:11])([CH2:73][P:41]([O:44][P:45]([OH:48])([OH:47])=[O:46])([OH:42])=[O:43])=[O:12])[C@@H:25]([OH:40])[C@H:26]3[OH:39])[C:38]=2[N:37]=1.[CH:63]1[N:62]=[C:60]([NH2:61])[C:59]2[N:58]=[CH:57][N:56]([C@@H:54]3[O:55][C@H:51]([CH2:50][O:49][P:41]([O:44][P:45]([OH:47])([CH2:91][P:68]([OH:72])([OH:70])=[O:69])=[O:46])([OH:42])=[O:43])[C@@H:52]([OH:67])[C@H:53]3[OH:66])[C:65]=2[N:64]=1. Reported procedure: Purine compounds (ATP, adenosine 5'-diphosphate (ADP), adenosine 5'-monophosphate (AMP) and adenosine; 3-6 μmol kg-1 and capsaicin (10 μg kg-1) were given as a rapid bolus into the right atrium (5 ml test solution+5 ml physiological saline flush) or the right pulmonary artery (1 ml test solution+3 ml physiological saline flush). When given in the latter site, smaller doses were used, i.e. 0.5-3 μmol kg-1 for purine compounds and 1-5 μg kg-1 for capsaicin. α,β-Methylene ATP (α,β-mATP) and β,γ-met... The reactants are C(C)O (ethanol), Cl (HCl), O=C(C(=O)OCC)CC1=CC=CC=C1 (ethyl 2-oxo-3-phenylpropanoate), C1(=CC=CC=C1)NN (phenylhydrazine). The reagents and catalysts are S(O)(O)(=O)=O (sulfuric acid). Run in O (water). Conditions: temperature 120 celsius. Yields the product C1(=CC=CC=C1)C1=C(NC2=CC=CC=C12)C(=O)OCC (ethyl 3-phenyl-1H-indole-2-carboxylate). Yield: 31.8%. As a reaction SMILES: O=[C:2]([CH2:8][C:9]1[CH:14]=[CH:13][CH:12]=[CH:11][CH:10]=1)[C:3]([O:5][CH2:6][CH3:7])=[O:4].[C:15]1([NH:21]N)[CH:20]=[CH:19][CH:18]=[CH:17][CH:16]=1.C(O)C.Cl>S(=O)(=O)(O)O.O>[C:9]1([C:8]2[C:20]3[C:15](=[CH:16][CH:17]=[CH:18][CH:19]=3)[NH:21][C:2]=2[C:3]([O:5][CH2:6][CH3:7])=[O:4])[CH:14]=[CH:13][CH:12]=[CH:11][CH:10]=1. Reported procedure: A mixture of Example 1A (7.81 g, 40.7 mmol) and phenylhydrazine (4.00 mL, 40.7 mmol) was treated with concentrated sulfuric acid (4 drops), heated to 120° C. for 15 minutes, cooled to room temperature, treated with ethanol (50 mL), treated with bubbling HCl gas for 2 minutes, and heated to reflux for 1 hour. The mixture was poured into water (100 mL) and extracted with diethyl ether. The combined extracts were washed with water and brine, dried (Na2SO4), filtered, and concentrated. The concentra... Reactants: C(C1=CC=CC=C1)OC=1C=C(CN2N=C(C=3CCNCCC23)C2=CC=C(C=C2)Cl)C=CC1OCC1=CC=CC=C1 (1-(3,4-Bis-benzyloxy-benzyl)-3-(4-chloro-phenyl)-1,4,5,6,7,8-hexahydro-1,2,6-triaza-azulene), B(Br)(Br)Br (BBr3). Run in C(Cl)Cl (CH2Cl2), C(Cl)Cl (CH2Cl2). Reaction conditions: time 1 hour. Yields the product ClC1=CC=C(C=C1)C1=NN(C=2CCNCCC12)CC=1C=C(C(=CC1)O)O (4-[3-(4-Chloro-phenyl)-5,6,7,8-tetrahydro-4H-1,2,6-triaza-azulen-1-ylmethyl]-benzene-1,2-diol). Isolated yield 67.6%. Reaction SMILES: C([O:8][C:9]1[CH:10]=[C:11]([CH:30]=[CH:31][C:32]=1[O:33]CC1C=CC=CC=1)[CH2:12][N:13]1[C:22]2[CH2:21][CH2:20][NH:19][CH2:18][CH2:17][C:16]=2[C:15]([C:23]2[CH:28]=[CH:27][C:26]([Cl:29])=[CH:25][CH:24]=2)=[N:14]1)C1C=CC=CC=1.B(Br)(Br)Br>C(Cl)Cl>[Cl:29][C:26]1[CH:27]=[CH:28][C:23]([C:15]2[C:16]3[CH2:17][CH2:18][NH:19][CH2:20][CH2:21][C:22]=3[N:13]([CH2:12][C:11]3[CH:10]=[C:9]([OH:8])[C:32]([OH:33])=[CH:31][CH:30]=3)[N:14]=2)=[CH:24][CH:25]=1. Procedure: A solution of 1-(3,4-bis-benzyloxy-benzyl)-3-(4-chloro-phenyl)-1,4,5,6,7,8-hexahydro-1,2,6-triaza-azulene-carboxylic acid tert-butyl ester (Example 154, 0.1 mmol) in CH2Cl2 (5 mL) was cooled to 0° C., and 1 M BBr3 in CH2Cl2 (0.5 mL) was added. The mixture was allowed to warm to RT and was stirred at RT for 1 h. The precipitate that had formed was collected by filtration, washed with water, and dried under vacuum to provide the title compound (25 mg). MS (ESI): exact mass calculated for C20H20ClN... Reactants: acetal, C(C)OC(CN(C(C)C)C(=O)OCC1=CC=CC=C1)OCC (N-benzyloxycarbonyl-N-isopropylaminoacetaldehyde diethyl acetal), Cl.OC=1C=C(CCN)C=CC1O (3,4-dihydroxyphenethylamine hydrochloride), C(CCC)O (n-butyl alcohol), resultant mixture. Run in O (water). The product is Cl.C(C1=CC=CC=C1)OC(=O)N(C(C)C)CC1NCCC2=CC=C(C(=C12)O)O (1-(N-benzyloxycarbonyl-N-isopropylaminomethyl)-7,8-dihydroxy-1,2,3,4-tetrahydroisoquinoline hydrochloride). The yield is 16.6%. As a reaction SMILES: C(O[CH:4](OCC)[CH2:5][N:6]([C:10]([O:12][CH2:13][C:14]1[CH:19]=[CH:18][CH:17]=[CH:16][CH:15]=1)=[O:11])[CH:7]([CH3:9])[CH3:8])C.[ClH:23].[OH:24][C:25]1[CH:26]=[C:27]([CH:31]=[CH:32][C:33]=1[OH:34])[CH2:28][CH2:29][NH2:30].C(O)CCC>O>[ClH:23].[CH2:13]([O:12][C:10]([N:6]([CH2:5][CH:4]1[C:26]2[C:27](=[CH:31][CH:32]=[C:33]([OH:34])[C:25]=2[OH:24])[CH2:28][CH2:29][NH:30]1)[CH:7]([CH3:8])[CH3:9])=[O:11])[C:14]1[CH:15]=[CH:16][CH:17]=[CH:18][CH:19]=1 |f:1.2,5.6|. Procedure: N-benzyloxycarbonyl-N-isopropylaminoacetaldehyde diethyl acetal (9 g) and 3,4-dihydroxyphenethylamine hydrochloride (4.5 g) were added to a mixture of n-butyl alcohol (100 ml) and water (15 ml) and then the mixture was refluxed for 6 hours. The above-mentioned acetal (2 g) was added thereto and the resultant mixture was refluxed for 1.5 hours. The solvent was distilled off from the reaction mixture. To the residue was added a mixed solvent of isopropyl alcohol, methanol and ether. The crystals o... Starting materials: [S] (sulphur), S(=O)(=O)=O (sulphur trioxide), gas 30, S(=O)=O (sulphur dioxide), S(=O)=O (sulphur dioxide). Reaction conditions: temperature 400 celsius. Yields the product OS(=O)(=O)O.O=S(=O)=O (oleum). Reaction SMILES: [S].S(=O)=[O:3].[S:5](=[O:8])(=[O:7])=[O:6]>>[OH:6][S:5]([OH:3])(=[O:8])=[O:7].[O:6]=[S:5](=[O:8])=[O:7] |f:3.4,^3:0|. Procedure details: On leaving drying unit 6, air stream 1 now containing the sulphur dioxide stripped from acid stream 9, is driven via line 13 and knock out drum 14 to a secondary compressor 15 where it is compressed to a pressure level of 28.1 atm. and fed to a sulphur burning furnace 16 via line 17. Stream and tail gas are circulated through lines 18 and 19 respectively in furnace 16 in order to control the temperature of the gas produced by the burning of sulphur in the presence of air stream 1 and to obtain a... Reactants: CCO, O=Cc1c[nH]c2ncnc(Cl)c12, Cl, NO, [Na+], [OH-], O. Product: ON=Cc1c[nH]c2ncnc(Cl)c12. RXN SMILES: [CH3:18][CH2:19][OH:20].[Cl:1][c:2]1[c:3]2[c:4]([n:5][cH:6][n:7]1)[nH:8][cH:9][c:10]2[CH:11]=[O:12].[ClH:13].[NH2:14][OH:15].[Na+:17].[OH-:16].[OH2:21]>>[Cl:1][c:2]1[c:3]2[c:4]([n:5][cH:6][n:7]1)[nH:8][cH:9][c:10]2[CH:11]=[N:14][OH:15]. Reaction SMILES: [CH2:1]([c:2]1[cH:3][cH:4][cH:5][cH:6][cH:7]1)[N:8]1[CH2:9][CH2:10][CH:11]([n:14]2[c:15](-[c:26]3[n:27][c:28]([S:32]([CH3:33])(=[O:34])=[O:35])[n:29][cH:30][cH:31]3)[c:16](-[c:19]3[cH:20][cH:21][c:22]([F:25])[cH:23][cH:24]3)[cH:17][cH:18]2)[CH2:12][CH2:13]1.[CH3:36][NH2:37].[O:38]1[CH2:39][CH2:40][CH2:41][CH2:42]1>>[CH2:1]([c:2]1[cH:3][cH:4][cH:5][cH:6][cH:7]1)[N:8]1[CH2:9][CH2:10][CH:11]([n:14]2[c:15](-[c:26]3[n:27][c:28]([NH:37][CH3:36])[n:29][cH:30][cH:31]3)[c:16](-[c:19]3[cH:20][cH:21][c:22]([F:25])[cH:23][cH:24]3)[cH:17][cH:18]2)[CH2:12][CH2:13]1. Starting materials: CS(=O)(=O)c1nccc(-c2c(-c3ccc(F)cc3)ccn2C2CCN(Cc3ccccc3)CC2)n1, CN, C1CCOC1. The product is CNc1nccc(-c2c(-c3ccc(F)cc3)ccn2C2CCN(Cc3ccccc3)CC2)n1.